Task: describe an organic reaction: reactants, conditions, products, and yield. Dataset: the Open Reaction Database (ORD), a public repository of structured organic reaction records The reactants are C(#N)C1=CC=C(C=C1)SCC(=O)OC1CCCCC1 (cyclohexyl 2-(4-cyanophenylthio)acetate), [Al](Br)(Br)Br (AlBr3), ClC(C#N)(Cl)Cl (trichloroacetonitrile), Cl (HCl). Yields the product ClC(C1=NC(=NC(=N1)C(Cl)(Cl)Cl)C1=CC=C(C=C1)SCC(=O)OC1CCCCC1)(Cl)Cl (Cyclohexyl 2-{4-[2,4-bis(trichloromethyl)-s-triazine-6-yl]phenyl thio}acetate). As a reaction SMILES: [C:1]([C:3]1[CH:8]=[CH:7][C:6]([S:9][CH2:10][C:11]([O:13][CH:14]2[CH2:19][CH2:18][CH2:17][CH2:16][CH2:15]2)=[O:12])=[CH:5][CH:4]=1)#[N:2].[Al](Br)(Br)Br.[Cl:24][C:25]([Cl:29])([Cl:28])[C:26]#[N:27].[ClH:30]>>[Cl:24][C:25]([Cl:29])([Cl:28])[C:26]1[N:27]=[C:26]([C:25]([Cl:28])([Cl:24])[Cl:30])[N:27]=[C:1]([C:3]2[CH:4]=[CH:5][C:6]([S:9][CH2:10][C:11]([O:13][CH:14]3[CH2:19][CH2:18][CH2:17][CH2:16][CH2:15]3)=[O:12])=[CH:7][CH:8]=2)[N:2]=1. Procedure: The mixed solution of 10 g of cyclohexyl 2-(4-cyanophenylthio)acetate (36.3 mmol), 0.8 g of AlBr3, and 50 g of trichloroacetonitrile was bubbled with dry HCl at room temperature. Starting materials: C(C=C)(=O)OCCOC1=CC=C(C(=O)OC2=CC=C(C=C2)OC(C2=CC=C(C=C2)F)=O)C=C1 (4-[(4-fluorobenzoyl)oxy]phenyl 4-[2-(acryloyloxy)ethoxy]benzoate), COC1=CC=C(C(=O)O)C=C1 (4-methoxybenzoic acid). Yields the product C(C=C)(=O)OCCOC1=CC=C(C(=O)OC2=CC=C(C=C2)OC(C2=CC=C(C=C2)OC)=O)C=C1 (4-[(4-methoxybenzoyl)oxy]phenyl 4-[2-(acryloyloxy)ethoxy]benzoate). RXN SMILES: [C:1]([O:5][CH2:6][CH2:7][O:8][C:9]1[CH:33]=[CH:32][C:12]([C:13]([O:15][C:16]2[CH:21]=[CH:20][C:19]([O:22][C:23](=[O:31])[C:24]3[CH:29]=[CH:28][C:27](F)=[CH:26][CH:25]=3)=[CH:18][CH:17]=2)=[O:14])=[CH:11][CH:10]=1)(=[O:4])[CH:2]=[CH2:3].[CH3:34][O:35]C1C=CC(C(O)=O)=CC=1>>[C:1]([O:5][CH2:6][CH2:7][O:8][C:9]1[CH:33]=[CH:32][C:12]([C:13]([O:15][C:16]2[CH:21]=[CH:20][C:19]([O:22][C:23](=[O:31])[C:24]3[CH:29]=[CH:28][C:27]([O:35][CH3:34])=[CH:26][CH:25]=3)=[CH:18][CH:17]=2)=[O:14])=[CH:11][CH:10]=1)(=[O:4])[CH:2]=[CH2:3]. Reported procedure: 3d was prepared by the same procedure as 3b except that 4-methoxybenzoic acid was used instead of 4-fluorobenzoic acid. Starting materials: C(C)(C)(C)OC(NC1=C(C=C(C(=C1)N(C)C)C(F)(F)F)NC(CC(=O)C1=CC(=CC=C1)C1=NC(=CC=C1)C)=O)=O ((5-dimethylamino-2-{3-[3-(6-methyl-pyridin-2-yl)-phenyl]-3-oxo-propionylamino}-4-trifluoromethyl-phenyl)-carbamic acid tert-butyl ester), C(=O)(C(F)(F)F)O (TFA). Solvent: C(Cl)Cl (CH2Cl2). Yields the product CN(C1=CC2=C(NC(CC(=N2)C2=CC(=CC=C2)C2=NC(=CC=C2)C)=O)C=C1C(F)(F)F)C (7-Dimethylamino-4-[3-(6-methyl-pyridin-2-yl)-phenyl]-8-trifluoromethyl-1,3-dihydro-benzo[b][1,4]diazepin-2-one), solid. The yield is 87.0%. As a reaction SMILES: C(OC(=O)[NH:7][C:8]1[CH:13]=[C:12]([N:14]([CH3:16])[CH3:15])[C:11]([C:17]([F:20])([F:19])[F:18])=[CH:10][C:9]=1[NH:21][C:22](=[O:39])[CH2:23][C:24]([C:26]1[CH:31]=[CH:30][CH:29]=[C:28]([C:32]2[CH:37]=[CH:36][CH:35]=[C:34]([CH3:38])[N:33]=2)[CH:27]=1)=O)(C)(C)C.C(O)(C(F)(F)F)=O>C(Cl)Cl>[CH3:16][N:14]([CH3:15])[C:12]1[C:11]([C:17]([F:18])([F:20])[F:19])=[CH:10][C:9]2[NH:21][C:22](=[O:39])[CH2:23][C:24]([C:26]3[CH:31]=[CH:30][CH:29]=[C:28]([C:32]4[CH:37]=[CH:36][CH:35]=[C:34]([CH3:38])[N:33]=4)[CH:27]=3)=[N:7][C:8]=2[CH:13]=1. Procedure: The title compound was prepared from (5-dimethylamino-2-{3-[3-(6-methyl-pyridin-2-yl)-phenyl]-3-oxo-propionylamino}-4-trifluoromethyl-phenyl)-carbamic acid tert-butyl ester (Example M142) (244 mg, 0.44 mmol) by treatment with TFA in CH2Cl2 according to the general procedure N. Obtained as a yellow solid (168 mg, 87%).